The task is: describe an organic reaction: reactants, conditions, products, and yield. This data is from the Open Reaction Database (ORD), a public repository of structured organic reaction records. Reactants: FC1=CC=C(C=C1)CCN1C[C@H]([C@@H](CC1)C)COS(=O)(=O)C (methanesulfonic acid trans-{l-[2-(4-fluorophenyl)ethyl]-4-methylpiperidin-3-ylmethyl} ester), crude material, [N-]=[N+]=[N-].[Na+] (sodium azide). The solvent is CN(C=O)C (N,N-dimethylformamide). Reaction conditions: temperature 50 celsius, time 28 hour. Product: N(=[N+]=[N-])C[C@@H]1CN(CC[C@H]1C)CCC1=CC=C(C=C1)F (trans-3-azidomethyl-1-[2-(4-fluorophenyl)-ethyl]-4-methylpiperidine). RXN SMILES: [F:1][C:2]1[CH:7]=[CH:6][C:5]([CH2:8][CH2:9][N:10]2[CH2:15][CH2:14][C@@H:13]([CH3:16])[C@H:12]([CH2:17]OS(C)(=O)=O)[CH2:11]2)=[CH:4][CH:3]=1.[N-:23]=[N+:24]=[N-:25].[Na+]>CN(C)C=O>[N:23]([CH2:17][C@H:12]1[C@H:13]([CH3:16])[CH2:14][CH2:15][N:10]([CH2:9][CH2:8][C:5]2[CH:6]=[CH:7][C:2]([F:1])=[CH:3][CH:4]=2)[CH2:11]1)=[N+:24]=[N-:25] |f:1.2|. Reported procedure: A mixture of methanesulfonic acid trans-{l-[2-(4-fluorophenyl)ethyl]-4-methylpiperidin-3-ylmethyl} ester (the crude material from Part D, about 1.0 mmol) and sodium azide (195 mg, 3 mmol) in N,N-dimethylformamide (4 mL) was stirred at 50° C. for 28 hours. The mixture was cooled to room temperature, filtered, and the solid was rinsed with ethyl acetate. The combined filtrates were diluted with ethyl acetate, and the resulting solution was washed twice with water, dried over sodium sulfate, and co... Starting materials: ClC=1C=C(C=CC1Cl)NCCNCC (N-(3,4-dichlorophenyl)-N'-ethyl-1,2-ethanediamine), BrC(C(=O)NC1=CC=C(C=C1)[N+](=O)[O-])CBr (2,3-dibromo-N-(4-nitrophenyl)propanamide). Yields the product ClC=1C=C(C=CC1Cl)N1CC(N(CC1)CC)C(=O)NC1=CC=C(C=C1)[N+](=O)[O-] (4-(3,4-Dichlorophenyl)-1-ethyl-N-(4-nitrophenyl)-2-piperazinecarboxamide). As a reaction SMILES: [Cl:1][C:2]1[CH:3]=[C:4]([NH:9][CH2:10][CH2:11][NH:12][CH2:13][CH3:14])[CH:5]=[CH:6][C:7]=1[Cl:8].Br[CH:16]([CH2:29]Br)[C:17]([NH:19][C:20]1[CH:25]=[CH:24][C:23]([N+:26]([O-:28])=[O:27])=[CH:22][CH:21]=1)=[O:18]>>[Cl:1][C:2]1[CH:3]=[C:4]([N:9]2[CH2:10][CH2:11][N:12]([CH2:13][CH3:14])[CH:16]([C:17]([NH:19][C:20]3[CH:25]=[CH:24][C:23]([N+:26]([O-:28])=[O:27])=[CH:22][CH:21]=3)=[O:18])[CH2:29]2)[CH:5]=[CH:6][C:7]=1[Cl:8]. Reported procedure: In a manner similar to preparation 23, react N-(3,4-dichlorophenyl)-N'-ethyl-1,2-ethanediamine with 2,3-dibromo-N-(4-nitrophenyl)propanamide to obtain the title compound. Starting materials: FC=1C=C(CBr)C=CC1 (3-fluorobenzyl bromide), P(OCC)(OCC)OCC (triethyl phosphite). Conditions: temperature 160 celsius. Product: FC=1C=C(CP(OCC)(OCC)=O)C=CC1 (diethyl (3-fluorobenzyl)phosphonate). RXN SMILES: [F:1][C:2]1[CH:3]=[C:4]([CH:7]=[CH:8][CH:9]=1)[CH2:5]Br.[P:10]([O:17]CC)([O:14][CH2:15][CH3:16])[O:11][CH2:12][CH3:13]>>[F:1][C:2]1[CH:3]=[C:4]([CH:7]=[CH:8][CH:9]=1)[CH2:5][P:10](=[O:17])([O:14][CH2:15][CH3:16])[O:11][CH2:12][CH3:13]. Reported procedure: A mixture of 3-fluorobenzyl bromide (2 g) and triethyl phosphite (2.2 mL) was heated at 160° C. under nitrogen for 4 hours. After cooling, the were volatiles removed in vacuo and the residue was purified by chromatography on silica eluting with a mixture of ethyl acetate and cyclohexane with a gradient of 0-100% to give diethyl (3-fluorobenzyl)phosphonate (2.46 g) Reported procedure: The compound (31.8 mg) obtained in Example 25 and propionic acid (9.0 μl) were reacted and treated in the same manner as in the method described in Example 33 to obtain the title compound. Reactants: Cl.C(C1=CC=CC=C1)(C1=CC=CC=C1)[C@@H]1CNCC[C@@H]1OCC1=CC(=CC(=C1)C(F)(F)F)C(F)(F)F (cis-3-Benzhydryl-4-[[3,5-bis(trifluoromethyl)benzyl]oxy]piperidine hydrochloride), C(CC)(=O)O (propionic acid). RXN SMILES: Cl.[CH:2]([C@H:15]1[C@@H:20]([O:21][CH2:22][C:23]2[CH:28]=[C:27]([C:29]([F:32])([F:31])[F:30])[CH:26]=[C:25]([C:33]([F:36])([F:35])[F:34])[CH:24]=2)[CH2:19][CH2:18][NH:17][CH2:16]1)([C:9]1[CH:14]=[CH:13][CH:12]=[CH:11][CH:10]=1)[C:3]1[CH:8]=[CH:7][CH:6]=[CH:5][CH:4]=1.[C:37](O)(=[O:40])[CH2:38][CH3:39]>>[CH:2]([C@H:15]1[C@@H:20]([O:21][CH2:22][C:23]2[CH:28]=[C:27]([C:29]([F:30])([F:31])[F:32])[CH:26]=[C:25]([C:33]([F:36])([F:34])[F:35])[CH:24]=2)[CH2:19][CH2:18][N:17]([C:37](=[O:40])[CH2:38][CH3:39])[CH2:16]1)([C:9]1[CH:14]=[CH:13][CH:12]=[CH:11][CH:10]=1)[C:3]1[CH:4]=[CH:5][CH:6]=[CH:7][CH:8]=1 |f:0.1|. Yields the product C(C1=CC=CC=C1)(C1=CC=CC=C1)[C@@H]1CN(CC[C@@H]1OCC1=CC(=CC(=C1)C(F)(F)F)C(F)(F)F)C(CC)=O (cis-3-Benzhydryl-4-[[3,5-bis(trifluoromethyl)benzyl]oxy]-1-propionylpiperidine).